Dataset: the Open Reaction Database (ORD), a public repository of structured organic reaction records. Task: describe an organic reaction: reactants, conditions, products, and yield Reactants: C(C)OC(CCCCl)OCC (γ-chlorobutyraldehyde diethyl acetal), Cl.NCCC1=CNC2=CC=CC=C12 (3-(β-aminoethyl)-indole hydrochloride). RXN SMILES: C(O[CH:4](OCC)[CH2:5][CH2:6][CH2:7][Cl:8])C.Cl.[NH2:13][CH2:14][CH2:15][C:16]1[C:24]2[C:19](=[CH:20][CH:21]=[CH:22][CH:23]=2)[NH:18][CH:17]=1>C(O)(C)C>[ClH:8].[Cl:8][CH2:7][CH2:6][CH2:5][CH:4]1[C:17]2[NH:18][C:19]3[C:24](=[CH:23][CH:22]=[CH:21][CH:20]=3)[C:16]=2[CH2:15][CH2:14][NH:13]1 |f:1.2,4.5|. The product is Cl.ClCCCC1NCCC=2C3=CC=CC=C3NC12 (1-(γ-chloropropyl)-1,2,3,4-tetrahydro-β-carboline hydrochloride). The solvent is C(C)(C)O (isopropanol). Yield: 49.5%. Procedure details: 7 parts of γ-chlorobutyraldehyde diethyl acetal, 50 parts of isopropanol and 7.6 parts of 3-(β-aminoethyl)-indole hydrochloride were stirred for 7 hours at 83° C., and the mixture was cooled and then filtered under suction to give 5.5 parts (49.5%) of 1-(γ-chloropropyl)-1,2,3,4-tetrahydro-β-carboline hydrochloride of melting point 219°-221° C. The substance was identical to the product of Example 1. Reactants: Cl.N[C@@H](CCCCN)C(=O)O (lysine monohydrochloride), CO (methanol), C(OC(C)(C)C)(ON1C(CCC1=O)=O)=O (t-butyl succinimidyl carbonate). The solvent is O (water), [OH-].[K+] (potassium hydroxide). Reaction conditions: time 2 hour. Product: C(C)(C)(C)OC(=O)NCCCC[C@H](N)C(=O)O (N6 -t-butyloxycarbonyllysine). Yield: 71.8%. As a reaction SMILES: Cl.[NH2:2][C@H:3]([C:9]([OH:11])=[O:10])[CH2:4][CH2:5][CH2:6][CH2:7][NH2:8].[C:12](=O)([O:18]N1C(=O)CCC1=O)[O:13][C:14]([CH3:17])([CH3:16])[CH3:15].CO>O.[OH-].[K+]>[C:14]([O:13][C:12]([NH:8][CH2:7][CH2:6][CH2:5][CH2:4][C@@H:3]([C:9]([OH:11])=[O:10])[NH2:2])=[O:18])([CH3:17])([CH3:16])[CH3:15] |f:0.1,5.6|. Procedure details: To the solution of 575 mg of lysine monohydrochloride in 2 ml of water, 6.2 ml of 1N methanolic potassium hydroxide was added and then 645 mg of t-butyl succinimidyl carbonate in 3 portions was mixed in over 20 minutes while stirring at room temperature. Stirring was continued for another 2 hours, then the reaction mixture was acidified to pH 5, methanol evaporated and the white precipitate collected by filtration giving 779 mg (quantitative yield) of the crude title compound. This was twice rec... The reactants are [BH4-], COC1(c2ccc(C(F)(F)F)cc2C=O)CCCCCC1, Cn1nnc(N)n1, CCO, Cc1ccccc1, [Na+]. Product: COC1(c2ccc(C(F)(F)F)cc2CNc2nnn(C)n2)CCCCCC1. RXN SMILES: [BH4-:32].[CH3:1][O:2][C:3]1([c:10]2[c:11]([CH:12]=[O:13])[cH:14][c:15]([C:18]([F:19])([F:20])[F:21])[cH:16][cH:17]2)[CH2:4][CH2:5][CH2:6][CH2:7][CH2:8][CH2:9]1.[CH3:22][n:23]1[n:24][c:25]([NH2:28])[n:26][n:27]1.[CH3:29][CH2:30][OH:31].[CH3:34][c:35]1[cH:36][cH:37][cH:38][cH:39][cH:40]1.[Na+:33]>>[CH3:1][O:2][C:3]1([c:10]2[c:11]([CH2:12][NH:28][c:25]3[n:24][n:23]([CH3:22])[n:27][n:26]3)[cH:14][c:15]([C:18]([F:19])([F:20])[F:21])[cH:16][cH:17]2)[CH2:4][CH2:5][CH2:6][CH2:7][CH2:8][CH2:9]1. As a reaction SMILES: [CH3:1][O:2][C:3]1[N:8]=[CH:7][N:6]=[C:5]([CH2:9][N:10]2[C:18]3[C:13](=[N:14][CH:15]=[C:16]([CH3:19])[CH:17]=3)[C:12]([C:20]([OH:22])=O)=[CH:11]2)[C:4]=1[CH3:23].[F:24][CH2:25][CH2:26][NH2:27]>>[F:24][CH2:25][CH2:26][NH:27][C:20]([C:12]1[C:13]2=[N:14][CH:15]=[C:16]([CH3:19])[CH:17]=[C:18]2[N:10]([CH2:9][C:5]2[C:4]([CH3:23])=[C:3]([O:2][CH3:1])[N:8]=[CH:7][N:6]=2)[CH:11]=1)=[O:22]. Yields the product FCCNC(=O)C1=CN(C=2C1=NC=C(C2)C)CC2=NC=NC(=C2C)OC (N-(2-fluoroethyl)-1-((6-methoxy-5-methylpyrimidin-4-yl)methyl)-6-methyl-1H-pyrrolo[3,2-b]pyridine-3-carboxamide). Procedure details: See FIG. 17(d). 1-((6-methoxy-5-methylpyrimidin-4-yl)methyl)-6-methyl-1H-pyrrolo[3,2-b]pyridine-3-carboxylic acid (0.190 gm, 0.61 mmol) and 2-fluoroethanamine (0.077 g. 1.22 mmol), TEA (0.254 mL, 1.83 mmol) was added. After 3 min1-Propanephosphonic acid cyclic anhydride (0.484 g, 1.52 mmol) was added. The resulting reaction mixture was stirred at rt for 50 min. LCMS analysis confirmed the formation of required product. Reaction was diluted with DCM and water.DCM layer was extracted and washed wi... The reactants are COC1=C(C(=NC=N1)CN1C=C(C2=NC=C(C=C21)C)C(=O)O)C (1-((6-methoxy-5-methylpyrimidin-4-yl)methyl)-6-methyl-1H-pyrrolo[3,2-b]pyridine-3-carboxylic acid), FCCN (2-fluoroethanamine), TEA, min1-Propanephosphonic acid cyclic anhydride. Run at time 50 minute.